This data is from the Open Reaction Database (ORD), a public repository of structured organic reaction records. The task is: describe an organic reaction: reactants, conditions, products, and yield Starting materials: O=C(n1ccnc1)n1ccnc1, CS(N)(=O)=O, Cc1ccc(F)cc1C1NC(=O)CC(c2cc(Cl)ccc2OCC(C)(C)C(=O)O)C12C(=O)Nc1cc(Cl)ccc12, Cl, [H-], [Na+], CN(C)C=O, O. Product: Cc1ccc(F)cc1C1NC(=O)CC(c2cc(Cl)ccc2OCC(C)(C)C(=O)NS(C)(=O)=O)C12C(=O)Nc1cc(Cl)ccc12. RXN SMILES: [C:41]([n:42]1[cH:43][cH:44][n:45][cH:46]1)([n:47]1[cH:48][cH:49][n:50][cH:51]1)=[O:52].[CH3:53][S:54](=[O:55])(=[O:56])[NH2:57].[Cl:1][c:2]1[cH:3][cH:4][c:5]2[c:9]([cH:10]1)[NH:8][C:7](=[O:11])[C:6]21[CH:12]([c:33]2[c:34]([CH3:40])[cH:35][cH:36][c:37]([F:39])[cH:38]2)[NH:13][C:14](=[O:32])[CH2:15][CH:16]1[c:17]1[c:18]([O:24][CH2:25][C:26]([CH3:27])([CH3:28])[C:29](=[O:30])[OH:31])[cH:19][cH:20][c:21]([Cl:23])[cH:22]1.[ClH:60].[H-:59].[Na+:58].[O:61]=[CH:62][N:63]([CH3:64])[CH3:65].[OH2:66]>>[Cl:1][c:2]1[cH:3][cH:4][c:5]2[c:9]([cH:10]1)[NH:8][C:7](=[O:11])[C:6]21[CH:12]([c:33]2[c:34]([CH3:40])[cH:35][cH:36][c:37]([F:39])[cH:38]2)[NH:13][C:14](=[O:32])[CH2:15][CH:16]1[c:17]1[c:18]([O:24][CH2:25][C:26]([CH3:27])([CH3:28])[C:29](=[O:30])[NH:57][S:54]([CH3:53])(=[O:55])=[O:56])[cH:19][cH:20][c:21]([Cl:23])[cH:22]1. RXN SMILES: [CH3:24][NH:25][CH3:26].[Cl:1][c:2]1[cH:3][c:4]([C:20]([F:21])([F:22])[F:23])[cH:5][c:6]2[n:7]1[n:8][c:9]([NH:11][C:12]([c:13]1[cH:14][n:15][cH:16][cH:17][cH:18]1)=[O:19])[n:10]2>>[c:2]1([N:25]([CH3:24])[CH3:26])[cH:3][c:4]([C:20]([F:21])([F:22])[F:23])[cH:5][c:6]2[n:7]1[n:8][c:9]([NH:11][C:12]([c:13]1[cH:14][n:15][cH:16][cH:17][cH:18]1)=[O:19])[n:10]2. Reactants: CNC, O=C(Nc1nc2cc(C(F)(F)F)cc(Cl)n2n1)c1cccnc1. Yields the product CN(C)c1cc(C(F)(F)F)cc2nc(NC(=O)c3cccnc3)nn12. The reactants are BrC=1C=CC2=C(C=C(CCCCN2)C(=O)OC)C1 (methyl 9-bromo-2,3,4,5-tetrahydro-1H-1-benzoazonin-6-carboxylate), isobutyl aldehyde, triacetoxy sodium borohydride, O (Water). Solvent: ClCCCl (1,2-dichloroethane). Conditions: time 8 hour. The product is BrC=1C=CC2=C(C=C(CCCCN2CC(C)C)C(=O)OC)C1 (methyl 9-bromo-1-isobutyl-2,3,4,5-tetrahydro-1H-1-benzoazonin-6-carboxylate). Isolated yield 181.2%. As a reaction SMILES: [Br:1][C:2]1[CH:3]=[CH:4][C:5]2[NH:13][CH2:12][CH2:11][CH2:10][CH2:9][C:8]([C:14]([O:16][CH3:17])=[O:15])=[CH:7][C:6]=2[CH:18]=1.O>ClCCCl>[Br:1][C:2]1[CH:3]=[CH:4][C:5]2[N:13]([CH2:5][CH:6]([CH3:18])[CH3:7])[CH2:12][CH2:11][CH2:10][CH2:9][C:8]([C:14]([O:16][CH3:17])=[O:15])=[CH:7][C:6]=2[CH:18]=1. Reported procedure: To a solution of methyl 9-bromo-2,3,4,5-tetrahydro-1H-1-benzoazonin-6-carboxylate (2.0 g) in 1,2-dichloroethane (20 ml) were added isobutyl aldehyde (2.32 g) and triacetoxy sodium borohydride (4.11 g) and the mixture was stirred overnight. Water was added and the mixture was extracted with ethyl acetate, after which it was washed with aqueous saturated sodium bicarbonate solution and saturated brine, and dried with magnesium sulfate. The solvent was distilled off under reduced pressure, and the ... The reactants are [N+](=[N-])=C1C(NC2=CC=CC=C12)=O (3-diazooxindole), C(C#C)(=O)OCC (ethyl propiolate). Solvent: C1=CC=CC=C1 (benzene). Product: O=C1NC=2C=CC=CC2C=2N1N=C(C2)C(=O)OCC (5,6-Dihydro-5-oxopyrazolo[1,5-c]quinazoline-2-carboxylic acid, ethyl ester). As a reaction SMILES: [N+:1](=[C:3]1[C:11]2[C:6](=[CH:7][CH:8]=[CH:9][CH:10]=2)[NH:5][C:4]1=[O:12])=[N-:2].[C:13]([O:17][CH2:18][CH3:19])(=[O:16])[C:14]#[CH:15]>C1C=CC=CC=1>[O:12]=[C:4]1[N:1]2[N:2]=[C:14]([C:13]([O:17][CH2:18][CH3:19])=[O:16])[CH:15]=[C:3]2[C:11]2[CH:10]=[CH:9][CH:8]=[CH:7][C:6]=2[NH:5]1. Procedure: A solution of 48 g (0.30 mole) of 3-diazooxindole and 38.7 g (0.39 mol) of ethyl propiolate in 2 l. of benzene is refluxed overnight. The reaction mixture is cooled to room temperature and the crude product filtered, wt.=60 g. Crystallization from absolute ethanol gives 54 g, m.p. 242°-244° (Sl. d.). Reactants: C1(=CC=CC=C1)P(C1=CC=CC=C1)C1=CC=CC=C1 (triphenylphosphine), crude solution, ClC(CC1CC1)C1=NN=C(N1C)SCC1CC1 (3-(1-chloro-2-cyclopropylethyl)-5-[(cyclopropylmethyl)thio]-4-methyl-4H-1,2,4-triazole), [N-]=[N+]=[N-].[Na+] (sodium azide). Run in CN(C)C=O (DMF), O (water). Run at temperature 65 celsius, time 20 hour. The product is C1(CC1)CC(N)C1=NN=C(N1C)SCC1CC1 (2-Cyclopropyl-1-{5-[(cyclopropylmethyl)thio]-methyl-4H-1,2,4-triazol-3-yl}ethanamine). RXN SMILES: Cl[CH:2]([C:7]1[N:11]([CH3:12])[C:10]([S:13][CH2:14][CH:15]2[CH2:17][CH2:16]2)=[N:9][N:8]=1)[CH2:3][CH:4]1[CH2:6][CH2:5]1.[N-:18]=[N+]=[N-].[Na+].C1(P(C2C=CC=CC=2)C2C=CC=CC=2)C=CC=CC=1>CN(C=O)C.O>[CH:4]1([CH2:3][CH:2]([C:7]2[N:11]([CH3:12])[C:10]([S:13][CH2:14][CH:15]3[CH2:17][CH2:16]3)=[N:9][N:8]=2)[NH2:18])[CH2:6][CH2:5]1 |f:1.2|. Procedure details: To a crude solution of the 3-(1-chloro-2-cyclopropylethyl)-5-[(cyclopropylmethyl)thio]-4-methyl-4H-1,2,4-triazole from step d in DMF (3 mL) under nitrogen was added sodium azide (1.0 g, 15 mmol). The mixture was stirred at 65° C. for 20 h, then cooled to room temperature, diluted with water and extracted into ethyl acetate. The organic extract was washed with water and then brine before being dried (MgSO4) and concentrated. The residue was taken up in THF (10 mL), and water (2 mL) was added foll...